This data is from the Open Reaction Database (ORD), a public repository of structured organic reaction records. The task is: describe an organic reaction: reactants, conditions, products, and yield Reactants: ClC1=C(C=CC(=C1)F)C(=O)N1CC=2N(CC3=C1C=CC=C3)C=CC2 ((2-chloro-4-fluorophenyl)-(5H,11H-pyrrolo[2,1-c][1,4]benzodiazepin-10-yl)-methanone), N1N=CN=C1 (1,2,4-triazole), [H-].[Na+] (sodium hydride), CCCCCC (hexane). Run in CN(C=O)C (dimethylformamide). Product: ClC1=C(C=CC(=C1)N1N=CN=C1)C(=O)N1CC=2N(CC3=C1C=CC=C3)C=CC2 ([2-Chloro-4-(1,2,4-triazol-1-yl)-phenyl]-(5H,11H-pyrrolo[2,1-c][1,4]benzodiazepin-10-yl)-methanone). The yield is 26.2%. As a reaction SMILES: [Cl:1][C:2]1[CH:7]=[C:6](F)[CH:5]=[CH:4][C:3]=1[C:9]([N:11]1[C:17]2[CH:18]=[CH:19][CH:20]=[CH:21][C:16]=2[CH2:15][N:14]2[CH:22]=[CH:23][CH:24]=[C:13]2[CH2:12]1)=[O:10].[H-].[Na+].CCCCCC.[NH:33]1[CH:37]=[N:36][CH:35]=[N:34]1>CN(C)C=O>[Cl:1][C:2]1[CH:7]=[C:6]([N:33]2[CH:37]=[N:36][CH:35]=[N:34]2)[CH:5]=[CH:4][C:3]=1[C:9]([N:11]1[C:17]2[CH:18]=[CH:19][CH:20]=[CH:21][C:16]=2[CH2:15][N:14]2[CH:22]=[CH:23][CH:24]=[C:13]2[CH2:12]1)=[O:10] |f:1.2|. Procedure details: In the manner of Example 9's Method 1, employing (2-chloro-4-fluorophenyl)-(5H,11H-pyrrolo[2,1-c][1,4]benzodiazepin-10-yl)-methanone (1.7 g), 60% sodium hydride in oil (0.5 g, degreased with hexane), 1,2,4-triazole (0.70 g) and dimethylformamide (50 ml), the title compound (0.51 g) was obtained as an amorphous solid, MS, m/z: 390.3 (M+H)+, 779.3 (2M+H)+. The reactants are Cc1ccc(S(=O)(=O)Cl)cc1, CN(C)C=O, [H-], [Na+], O, O=Cc1c[nH]c(-c2ccccc2)n1. The product is Cc1ccc(S(=O)(=O)n2cc(C=O)nc2-c2ccccc2)cc1. As a reaction SMILES: [CH3:16][c:17]1[cH:18][cH:19][c:20]([S:23](=[O:24])(=[O:25])[Cl:26])[cH:21][cH:22]1.[CH3:28][N:29]([CH3:30])[CH:31]=[O:32].[H-:14].[Na+:15].[OH2:27].[c:1]1(-[c:7]2[nH:8][cH:9][c:10]([CH:12]=[O:13])[n:11]2)[cH:2][cH:3][cH:4][cH:5][cH:6]1>>[c:1]1(-[c:7]2[n:8]([S:23]([c:20]3[cH:19][cH:18][c:17]([CH3:16])[cH:22][cH:21]3)(=[O:24])=[O:25])[cH:9][c:10]([CH:12]=[O:13])[n:11]2)[cH:2][cH:3][cH:4][cH:5][cH:6]1. Reactants: C(C=C)[Mg]Br (Allyl magnesium bromide), [Mg] (magnesium), C(C=C)Br (allyl bromide), MgBrCl, [Si](Cl)(Cl)(Cl)Cl (SiCl4). The solvent is CCOCC (ether). Conditions: time 1.5 hour. Yields the product C(C=C)[Si](Cl)(Cl)CC=C (diallyldichlorosilane). Yield: 15.0%. As a reaction SMILES: [Si:1]([Cl:5])(Cl)(Cl)[Cl:2].[CH2:6]([Mg]Br)[CH:7]=[CH2:8].[Mg].[CH2:12](Br)[CH:13]=[CH2:14]>CCOCC>[CH2:6]([Si:1]([CH2:14][CH:13]=[CH2:12])([Cl:5])[Cl:2])[CH:7]=[CH2:8]. Reported procedure: To a one-liter 3-neck flask with reflux condenser and dropping funnel, 29 g (170 mmoles) of SiCl4 in 150 mL of anhydrous ether were added. Allyl magnesium bromide solution [from 10 g (400 mmoles) of magnesium and 41.5 g (34 mmoles) of allyl bromide in 250 mL of anhydrous ether], filtered through glass wool, was added dropwise, MgBrCl precipitating. After boiling for 1.5 hours under reflux and washing the residue, diallyldichlorosilane was obtained at 56° C. and 16 hPa as a colorless liquid in a ... The solvent is CN(C=O)C (N,N-dimethylformamide). RXN SMILES: [C:1]([NH:4][C:5]1[C:14]([Cl:15])=[CH:13][C:8]([C:9]([O:11][CH3:12])=[O:10])=[C:7]([OH:16])[CH:6]=1)(=[O:3])[CH3:2].C(=O)([O-])[O-].[K+].[K+].Br[CH:24]1[CH2:29][CH2:28][O:27][C:25]1=[O:26]>CN(C)C=O>[C:1]([NH:4][C:5]1[C:14]([Cl:15])=[CH:13][C:8]([C:9]([O:11][CH3:12])=[O:10])=[C:7]([O:16][CH:24]2[CH2:29][CH2:28][O:27][C:25]2=[O:26])[CH:6]=1)(=[O:3])[CH3:2] |f:1.2.3|. Product: C(C)(=O)NC=1C(=CC(=C(C1)OC1C(=O)OCC1)C(=O)OC)Cl (α-[(5-acetylamino-4-chloro-2-methoxycarbonylphenyl)oxy]-γ-butyrolactone). Procedure: 51 g. of Methyl 4-acetylamino-5-chloro-2-hydroxybenzoate and 36.8 g. of anhydrous potassium carbonate were suspended in 350 ml. of N,N-dimethylformamide. To the suspension was added 55 g. of α-bromo-γ-butyrolactone, and the mixture was stirred at 60° C. for 12 hours. The solvent was evaporated off under reduced pressure. The residue was diluted with water and extracted with ethyl acetate. The extract was washed with water, dried and concentrated to remove the solvent. The residue was dissolved i... Reactants: C(C)(=O)NC1=CC(=C(C(=O)OC)C=C1Cl)O (Methyl 4-acetylamino-5-chloro-2-hydroxybenzoate), C([O-])([O-])=O.[K+].[K+] (potassium carbonate), BrC1C(=O)OCC1 (α-bromo-γ-butyrolactone).